This data is from the Open Reaction Database (ORD), a public repository of structured organic reaction records. The task is: describe an organic reaction: reactants, conditions, products, and yield The reactants are [Si](C)(C)(C(C)(C)C)OCC(C)N1C=C(C=2C=NC=CC21)I (1-(2-{[tert-butyl(dimethyl)silyl]oxy}-1-methylethyl)-3-iodo-1H-pyrrolo[3,2-c]pyridine), BrC1=CC(=NC=C1)C(=O)N(C)OC (4-bromo-N-methoxy-N-methylpyridine-2-carboxamide). Yields the product BrC1=CC(=NC=C1)C(=O)C1=CN(C2=C1C=NC=C2)C(CO[Si](C)(C)C(C)(C)C)C ((4-bromopyridin-2-yl)[1-(2-{[tert-butyl(dimethyl)silyl]oxy}-1-methylethyl)-1H-pyrrolo[3,2-c]pyridin-3-yl]methanone). Reported procedure: Prepared according to the method described for Preparation 37 using 1-(2-{[tert-butyl(dimethyl)silyl]oxy}-1-methylethyl)-3-iodo-1H-pyrrolo[3,2-c]pyridine (Preparation 55) and 4-bromo-N-methoxy-N-methylpyridine-2-carboxamide. Purified using silica gel column chromatography eluting with 35-40% EtOAc in hexane. RXN SMILES: [Si:1]([O:8][CH2:9][CH:10]([N:12]1[C:20]2[CH:19]=[CH:18][N:17]=[CH:16][C:15]=2[C:14](I)=[CH:13]1)[CH3:11])([C:4]([CH3:7])([CH3:6])[CH3:5])([CH3:3])[CH3:2].[Br:22][C:23]1[CH:28]=[CH:27][N:26]=[C:25]([C:29](N(OC)C)=[O:30])[CH:24]=1>>[Br:22][C:23]1[CH:28]=[CH:27][N:26]=[C:25]([C:29]([C:14]2[C:15]3[CH:16]=[N:17][CH:18]=[CH:19][C:20]=3[N:12]([CH:10]([CH3:11])[CH2:9][O:8][Si:1]([C:4]([CH3:7])([CH3:6])[CH3:5])([CH3:3])[CH3:2])[CH:13]=2)=[O:30])[CH:24]=1. Reactants: C(C)B(OC)CC (diethyl methoxy borane), ( S ), ClCC(CC(CC(=O)N(C(C)C)C(C)C)=O)O (6-chloro-5-hydroxy-N,N-diisopropyl-3-oxohexanamide), O1CCCC1 (tetrahydrofuran), [BH4-].[Na+] (sodium borohydride). Solvent: CO (methanol). Reaction conditions: temperature -72.5 celsius, time 25 minute. The product is ClC[C@H](C[C@H](CC(=O)N(C(C)C)C(C)C)O)O ((3R,5S)-6-chloro-3,5-dihydroxy-N,N-diisopropylhexanamide). RXN SMILES: C(B(CC)OC)C.[Cl:8][CH2:9][CH:10]([OH:24])[CH2:11][C:12](=[O:23])[CH2:13][C:14]([N:16]([CH:20]([CH3:22])[CH3:21])[CH:17]([CH3:19])[CH3:18])=[O:15].O1CCCC1.[BH4-].[Na+]>CO>[Cl:8][CH2:9][C@@H:10]([OH:24])[CH2:11][C@@H:12]([OH:23])[CH2:13][C:14]([N:16]([CH:17]([CH3:19])[CH3:18])[CH:20]([CH3:21])[CH3:22])=[O:15] |f:3.4|. Reported procedure: Added 430 ml of diethyl methoxy borane to a cooled solution of 500 grams of (S) 6-chloro-5-hydroxy-N,N-diisopropyl-3-oxohexanamide, 3500 ml tetrahydrofuran and 1000 ml of methanol at −75 to −70° C. Stirred the reaction mixture at −75 to −70° C. for 25 minutes. Added 86.5 grains of sodium borohydride in lot wise. Stirred the reaction mixture for 2 hours at −75 to −70° C. Quenched the reaction mixture with hydrogen peroxide solution. Separated the organic and inorganic phases. Washed the organic l... Reactants: C[Mg]Br (methyl magnesium bromide), C(=O)[C@H]1CN(C[C@H](C1)N(CC(C)C)C(=O)C=1N=NN(C1COCCOC)C1=C(C=CC=C1)C)C(=O)OC(C)(C)C (tert-Butyl(3R,5S)-3-formyl-5-[({5-[(2-methoxyethoxy)methyl]-1-(2-methylphenyl)-1H-1,2,3-triazol-4-yl}carbonyl)(2-methylpropyl)amino]piperidine-1-carboxylate), [Cl-].[NH4+] (ammonium chloride). Solvent: C1CCOC1 (THF), C1CCOC1 (THF). Reaction conditions: time 3 hour. The product is OC(C)[C@H]1CN(C[C@H](C1)N(CC(C)C)C(=O)C=1N=NN(C1COCCOC)C1=C(C=CC=C1)C)C(=O)OC(C)(C)C (tert-butyl(3R,5S)-3-(1-hydroxyethyl)-5-[({5-[(2-methoxyethoxy)methyl]-1-(2-methylphenyl)-1H-1,2,3-triazol-4-yl}carbonyl)(2-methylpropyl)amino]piperidine-1-carboxylate). As a reaction SMILES: [CH:1]([C@@H:3]1[CH2:8][C@H:7]([N:9]([C:14]([C:16]2[N:17]=[N:18][N:19]([C:27]3[CH:32]=[CH:31][CH:30]=[CH:29][C:28]=3[CH3:33])[C:20]=2[CH2:21][O:22][CH2:23][CH2:24][O:25][CH3:26])=[O:15])[CH2:10][CH:11]([CH3:13])[CH3:12])[CH2:6][N:5]([C:34]([O:36][C:37]([CH3:40])([CH3:39])[CH3:38])=[O:35])[CH2:4]1)=[O:2].[CH3:41][Mg]Br.[Cl-].[NH4+]>C1COCC1>[OH:2][CH:1]([C@@H:3]1[CH2:8][C@H:7]([N:9]([C:14]([C:16]2[N:17]=[N:18][N:19]([C:27]3[CH:32]=[CH:31][CH:30]=[CH:29][C:28]=3[CH3:33])[C:20]=2[CH2:21][O:22][CH2:23][CH2:24][O:25][CH3:26])=[O:15])[CH2:10][CH:11]([CH3:12])[CH3:13])[CH2:6][N:5]([C:34]([O:36][C:37]([CH3:38])([CH3:40])[CH3:39])=[O:35])[CH2:4]1)[CH3:41] |f:2.3|. Procedure details: tert-Butyl(3R,5S)-3-formyl-5-[({5-[(2-methoxyethoxy)methyl]-1-(2-methylphenyl)-1H-1,2,3-triazol-4-yl}carbonyl)(2-methylpropyl)amino]piperidine-1-carboxylate (360 mg) was dissolved in THF (4 ml), a solution (1M, 1.95 ml) of methyl magnesium bromide in THF was added under ice-cooling and the mixture was stirred for 3 hr. The reaction mixture was poured into saturated aqueous ammonium chloride solution, and the mixture was extracted with ethyl acetate. The extract was washed with saturated brine, a... Product: O=C(O)c1ccc(CCc2cccnc2OCc2ccccc2)cc1. Reaction SMILES: [CH2:1]([c:2]1[cH:3][cH:4][cH:5][cH:6][cH:7]1)[O:8][c:9]1[n:10][cH:11][cH:12][cH:13][c:14]1[CH2:15][CH2:16][c:17]1[cH:18][cH:19][c:20]([C:21](=[O:22])[O:23][CH3:24])[cH:25][cH:26]1.[CH3:29][CH2:30][OH:31].[Na+:28].[OH-:27]>>[CH2:1]([c:2]1[cH:3][cH:4][cH:5][cH:6][cH:7]1)[O:8][c:9]1[n:10][cH:11][cH:12][cH:13][c:14]1[CH2:15][CH2:16][c:17]1[cH:18][cH:19][c:20]([C:21](=[O:22])[OH:23])[cH:25][cH:26]1. Starting materials: COC(=O)c1ccc(CCc2cccnc2OCc2ccccc2)cc1, CCO, [Na+], [OH-]. Starting materials: BrC=1C=CC(=C(C(=O)C2=CC=CC=C2)C1)N1C=NC=C1 (5-bromo-2-(imidazol-1-yl)benzophenone), C=O (formaldehyde). Product: BrC=1C=CC(=C(C(=O)C2=CC=CC=C2)C1)N1C(=NC=C1)CO (5-bromo-2-[2-(hydroxymethyl)imidazol-1-yl]benzophenone). RXN SMILES: [Br:1][C:2]1[CH:3]=[CH:4][C:5]([N:16]2[CH:20]=[CH:19][N:18]=[CH:17]2)=[C:6]([CH:15]=1)[C:7]([C:9]1[CH:14]=[CH:13][CH:12]=[CH:11][CH:10]=1)=[O:8].[CH2:21]=[O:22]>>[Br:1][C:2]1[CH:3]=[CH:4][C:5]([N:16]2[CH:20]=[CH:19][N:18]=[C:17]2[CH2:21][OH:22])=[C:6]([CH:15]=1)[C:7]([C:9]1[CH:10]=[CH:11][CH:12]=[CH:13][CH:14]=1)=[O:8]. Procedure details: In the manner given in Example 1, 5-bromo-2-(imidazol-1-yl)benzophenone is heated in a bomb with 37% aqueous formaldehyde solution to give 5-bromo-2-[2-(hydroxymethyl)imidazol-1-yl]benzophenone. The reactants are BrC=1C=C2C(=CN(C2=CC1)C(C1=CC=CC=C1)=O)C[C@@H]1N(CCC1)C ((R)-5-Bromo-3-[(N-methylpyrrolidin-2-yl)methyl]-1-benzoylindole), BrC=1C=C2C(=CNC2=CC1)C[C@@H]1N(CCC1)C ((R)-5-Bromo-3-[(N-methylpyrrolidin-2-yl)methyl]-1H-indole). The product is BrC=1C=C2C(=CN(C2=CC1)C(C1=CC=CC=C1)=O)CCN(C)C (5-Bromo-3-[2-(N,N-dimethylamino)ethyl]-1-benzoylindole). RXN SMILES: [Br:1][C:2]1[CH:3]=[C:4]2[C:8](=[CH:9][CH:10]=1)[N:7]([C:11](=[O:18])[C:12]1[CH:17]=[CH:16][CH:15]=[CH:14][CH:13]=1)[CH:6]=[C:5]2[CH2:19][C@H:20]1CC[CH2:22][N:21]1[CH3:25].BrC1C=C2C(=CC=1)NC=C2C[C@H]1CCCN1C>>[Br:1][C:2]1[CH:3]=[C:4]2[C:8](=[CH:9][CH:10]=1)[N:7]([C:11](=[O:18])[C:12]1[CH:17]=[CH:16][CH:15]=[CH:14][CH:13]=1)[CH:6]=[C:5]2[CH2:19][CH2:20][N:21]([CH3:22])[CH3:25]. Procedure: (R)-5-Bromo-3-[(N-methylpyrrolidin-2-yl)methyl]-1-benzoylindole: (76%), from (R)-5-Bromo-3-[(N-methylpyrrolidin-2-yl)methyl]-1H-indole (Example 3d).